The task is: describe an organic reaction: reactants, conditions, products, and yield. This data is from the Open Reaction Database (ORD), a public repository of structured organic reaction records. The reactants are [BH4-], CO, Cl, CS(=O)(=O)Nc1cc(F)cc(C(=O)CN)c1, [Na+]. Product: CS(=O)(=O)Nc1cc(F)cc(C(O)CN)c1. RXN SMILES: [BH4-:18].[CH3:20][OH:21].[ClH:1].[NH2:2][CH2:3][C:4](=[O:5])[c:6]1[cH:7][c:8]([NH:9][S:10](=[O:11])(=[O:12])[CH3:13])[cH:14][c:15]([F:17])[cH:16]1.[Na+:19]>>[NH2:2][CH2:3][CH:4]([OH:5])[c:6]1[cH:7][c:8]([NH:9][S:10](=[O:11])(=[O:12])[CH3:13])[cH:14][c:15]([F:17])[cH:16]1. The reactants are BrCc1ccc(Br)cc1, C1CCOC1, CC(C)[N-]C(C)C, CCOC(=O)C1CCC1, [Li+]. The product is CCOC(=O)C1(Cc2ccc(Br)cc2)CCC1. Reaction SMILES: [Br:18][c:19]1[cH:20][cH:21][c:22]([CH2:23][Br:24])[cH:25][cH:26]1.[CH2:27]1[O:28][CH2:29][CH2:30][CH2:31]1.[CH3:2][CH:3]([N-:4][CH:5]([CH3:6])[CH3:7])[CH3:8].[CH:9]1([C:13](=[O:14])[O:15][CH2:16][CH3:17])[CH2:10][CH2:11][CH2:12]1.[Li+:1]>>[C:9]1([C:13](=[O:14])[O:15][CH2:16][CH3:17])([CH2:23][c:22]2[cH:21][cH:20][c:19]([Br:18])[cH:26][cH:25]2)[CH2:10][CH2:11][CH2:12]1.